Task: describe an organic reaction: reactants, conditions, products, and yield. Dataset: the Open Reaction Database (ORD), a public repository of structured organic reaction records The reactants are CCCCOC(=O)CO, C1COCCO1, [F-], Cn1c(C(F)(F)F)cnc(-c2cc([N+](=O)[O-])c(F)cc2F)c1=O, [K+], O. Product: CCCCOC(=O)COc1cc(F)c(-c2ncc(C(F)(F)F)n(C)c2=O)cc1[N+](=O)[O-]. Reaction SMILES: [C:26]([CH2:27][OH:28])(=[O:29])[O:30][CH2:31][CH2:32][CH2:33][CH3:34].[CH2:36]1[O:37][CH2:38][CH2:39][O:40][CH2:41]1.[F-:24].[F:1][c:2]1[c:3](-[c:12]2[c:13](=[O:23])[n:14]([CH3:22])[c:15]([C:18]([F:19])([F:20])[F:21])[cH:16][n:17]2)[cH:4][c:5]([N+:9](=[O:10])[O-:11])[c:6]([F:8])[cH:7]1.[K+:25].[OH2:35]>>[F:1][c:2]1[c:3](-[c:12]2[c:13](=[O:23])[n:14]([CH3:22])[c:15]([C:18]([F:19])([F:20])[F:21])[cH:16][n:17]2)[cH:4][c:5]([N+:9](=[O:10])[O-:11])[c:6]([O:28][CH2:27][C:26](=[O:29])[O:30][CH2:31][CH2:32][CH2:33][CH3:34])[cH:7]1. Reactants: C(C)(C)(C)C1=NC=C(C(=N1)OCC)C=1N(C(C(N1)(C)C1=CC=C(C=C1)Cl)(C)C1=CC=C(C=C1)Cl)C(=O)Cl (rac-(4S*,5R*)-2-(2-tert-butyl-4-ethoxy-pyrimidin-5-yl)-4,5-bis-(4-chloro-phenyl)-4,5-dimethyl-4,5-dihydro-imidazole-1-carbonyl chloride), N1CCNCC1 (piperazine). Yields the product C(C)(C)(C)C1=NC=C(C(=N1)OCC)C=1N(C(C(N1)(C)C1=CC=C(C=C1)Cl)(C)C1=CC=C(C=C1)Cl)C(=O)N1CCNCC1 ([2-(2-tert-Butyl-4-ethoxy-pyrimidin-5-yl)-4,5-bis-(4-chloro-phenyl)-4,5-dimethyl-4,5-dihydro-imidazol-1-yl]-piperazin-1-yl-methanone). RXN SMILES: [C:1]([C:5]1[N:10]=[C:9]([O:11][CH2:12][CH3:13])[C:8]([C:14]2[N:15]([C:35](Cl)=[O:36])[C:16]([C:28]3[CH:33]=[CH:32][C:31]([Cl:34])=[CH:30][CH:29]=3)([CH3:27])[C:17]([C:20]3[CH:25]=[CH:24][C:23]([Cl:26])=[CH:22][CH:21]=3)([CH3:19])[N:18]=2)=[CH:7][N:6]=1)([CH3:4])([CH3:3])[CH3:2].[NH:38]1[CH2:43][CH2:42][NH:41][CH2:40][CH2:39]1>>[C:1]([C:5]1[N:10]=[C:9]([O:11][CH2:12][CH3:13])[C:8]([C:14]2[N:15]([C:35]([N:38]3[CH2:43][CH2:42][NH:41][CH2:40][CH2:39]3)=[O:36])[C:16]([C:28]3[CH:33]=[CH:32][C:31]([Cl:34])=[CH:30][CH:29]=3)([CH3:27])[C:17]([C:20]3[CH:21]=[CH:22][C:23]([Cl:26])=[CH:24][CH:25]=3)([CH3:19])[N:18]=2)=[CH:7][N:6]=1)([CH3:4])([CH3:3])[CH3:2]. Procedure details: In a manner analogous to the method described in example 3, rac-(4S*,5R*)-2-(2-tert-butyl-4-ethoxy-pyrimidin-5-yl)-4,5-bis-(4-chloro-phenyl)-4,5-dimethyl-4,5-dihydro-imidazole-1-carbonyl chloride was reacted with piperazine (Aldrich) to give the title compound. HR-MS (ES, m/z) calculated for C32H39N6O2Cl2 [(M+H)+] 609.2506 observed 609.2509. Starting materials: NC=1N=C(C2=C(N1)N(C=C2)[C@H]2[C@](O)([C@H](O)[C@H](O2)CO)C)Cl (2-Amino-4-chloro-7-(2-C-methyl-β-D-ribofuranosyl)-7H-pyrrolo[2,3-d]pyrimidine). The reagents and catalysts are [Pd] (Pd/C). The solvent is CCO (EtOH), N1=CC=CC=C1 (pyridine). Run at time 8 hour. Product: NC=1N=CC2=C(N1)N(C=C2)[C@H]2[C@](O)([C@H](O)[C@H](O2)CO)C (2-Amino-7-(2-C-methyl-β-D-ribofuranosyl)-7H-pyrrolo[2,3-d]pyrimidine). Yield: 81.6%. As a reaction SMILES: [NH2:1][C:2]1[N:3]=[C:4](Cl)[C:5]2[CH:10]=[CH:9][N:8]([C@@H:11]3[O:17][C@H:16]([CH2:18][OH:19])[C@@H:14]([OH:15])[C@@:12]3([CH3:20])[OH:13])[C:6]=2[N:7]=1>CCO.N1C=CC=CC=1.[Pd]>[NH2:1][C:2]1[N:3]=[CH:4][C:5]2[CH:10]=[CH:9][N:8]([C@@H:11]3[O:17][C@H:16]([CH2:18][OH:19])[C@@H:14]([OH:15])[C@@:12]3([CH3:20])[OH:13])[C:6]=2[N:7]=1. Procedure: A mixture of 2-amino-4-chloro-7-(2-C-methyl-β-D-ribofuranosyl)-7H-pyrrolo[2,3-c]pyrimidine (Example 118, Step B) (20 mg, 0.07 mmol) in EtOH (1.0 mL), pyridine (0.1 mL) and 10% Pd/C (6 mg) under H2 (atmospheric pressure) was stirred overnight at room temperature. The mixture was filtered through a Celite pad which was thoroughly washed with EtOH. The combined filtrate was evaporated and purified on a silica gel column with CH2Cl2/MeOH, 20/1 and 10/1, as eluent to give the title compound as a whit... The reactants are O=C1CCC(=O)N1Br, [Cl-], Clc1cccc2cc(-c3ccco3)nn12, [NH4+], C1CCOC1. RXN SMILES: [Br:16][N:17]1[C:18](=[O:19])[CH2:20][CH2:21][C:22]1=[O:23].[Cl-:24].[Cl:1][c:2]1[cH:3][cH:4][cH:5][c:6]2[n:7]1[n:8][c:9](-[c:11]1[o:12][cH:13][cH:14][cH:15]1)[cH:10]2.[NH4+:25].[O:26]1[CH2:27][CH2:28][CH2:29][CH2:30]1>>[Cl:1][c:2]1[cH:3][cH:4][cH:5][c:6]2[n:7]1[n:8][c:9](-[c:11]1[o:12][cH:13][cH:14][cH:15]1)[c:10]2[Br:16]. The product is Clc1cccc2c(Br)c(-c3ccco3)nn12. Starting materials: Cl (hydrochloric acid), BrC1=CC=C(O1)C1=NOC2=C1C(=NC(=C2O)C(=O)OCC)I (Ethyl 3-(5-bromofuran-2-yl)-7-hydroxy-4-iodoisoxazolo[4,5-c]pyridine-6-carboxylate), C(#N)[Cu] (CuCN), [OH-].[NH4+] (ammonium hydroxide). The solvent is CN1C(CCC1)=O (N-methyl-2-pyrrolidone), CCOC(=O)C (EtOAc). Run at temperature 110 celsius. Yields the product BrC1=CC=C(O1)C1=NOC2=C1C(=NC(=C2O)C(=O)OCC)C#N (Ethyl 3-(5-bromofuran-2-yl)-4-cyano-7-hydroxyisoxazolo[4,5-c]pyridine-6-carboxylate). Isolated yield 34.3%. As a reaction SMILES: [Br:1][C:2]1[O:6][C:5]([C:7]2[C:11]3[C:12](I)=[N:13][C:14]([C:17]([O:19][CH2:20][CH3:21])=[O:18])=[C:15]([OH:16])[C:10]=3[O:9][N:8]=2)=[CH:4][CH:3]=1.[C:23]([Cu])#[N:24].[OH-].[NH4+].Cl>CCOC(C)=O.CN1CCCC1=O>[Br:1][C:2]1[O:6][C:5]([C:7]2[C:11]3[C:12]([C:23]#[N:24])=[N:13][C:14]([C:17]([O:19][CH2:20][CH3:21])=[O:18])=[C:15]([OH:16])[C:10]=3[O:9][N:8]=2)=[CH:4][CH:3]=1 |f:2.3|. Procedure details: Ethyl 3-(5-bromofuran-2-yl)-7-hydroxy-4-iodoisoxazolo[4,5-c]pyridine-6-carboxylate (155 mg, 0.324 mmol) and CuCN (87 mg, 0.971 mmol) were added to 2.2 mL of N-methyl-2-pyrrolidone. The resulting suspension was heated in an oil bath (T=110° C.) for 1 h. The reaction mixture was cooled slightly and poured into a vigorously stirring mixture of ammonium hydroxide (5 mL, 15% aqueous solution) and EtOAc (50 mL). The mixture was acidified with concentrated hydrochloric acid to pH 3 and extracted with E... RXN SMILES: [Br:1][C:2]1[CH:3]=[C:4]([CH:8]=[CH:9][CH:10]=1)[C:5]([OH:7])=O.[NH2:11][C:12]1[CH:21]=[CH:20][C:19]2[C:14](=[N:15][C:16]([C:22]3[CH:27]=[CH:26][CH:25]=[C:24]([F:28])[CH:23]=3)=[CH:17][CH:18]=2)[N:13]=1>O.CN(C)C=O.C(#N)C>[F:28][C:24]1[CH:23]=[C:22]([C:16]2[N:15]=[C:14]3[C:19]([CH:20]=[CH:21][C:12]([NH:11][C:5](=[O:7])[C:4]4[CH:8]=[CH:9][CH:10]=[C:2]([Br:1])[CH:3]=4)=[N:13]3)=[CH:18][CH:17]=2)[CH:27]=[CH:26][CH:25]=1. Solvent: O (water), CN(C=O)C (dimethylformamide), C(C)#N (acetonitrile). Isolated yield 54.3%. Starting materials: BrC=1C=C(C(=O)O)C=CC1 (3-bromobenzoic acid), N,N'-carbonyldiimidazole, NC1=NC2=NC(=CC=C2C=C1)C1=CC(=CC=C1)F (2-amino-7-(3-fluorophenyl)-1,8-naphthyridine). Product: FC=1C=C(C=CC1)C1=CC=C2C=CC(=NC2=N1)NC(C1=CC(=CC=C1)Br)=O (N-[7-(3-Fluorophenyl)-1,8-naphthyridin-2-yl]-3-bromobenzamide). Run at temperature 4 celsius. Procedure: The procedure is analogous to that described in Example 11, but starting with 3-bromobenzoic acid (2.8 g), N,N'-carbonyldiimidazole (2.3 g) and 2-amino-7-(3-fluorophenyl)-1,8-naphthyridine (2.4 g). The product obtained by precipitation in water (3.5 g; m.p. approximately 195° C.) is dissolved in a boiling mixture of dimethylformamide (20 cc) and acetonitrile (200 cc). After cooling for 4 hours at 4° C., the crystallized solid is separated by filtration, washed with acetonitrile (3×10 cc) and dri... Reactants: COC1=CC=C(CN(C2=NC=C(C=N2)C=2C3=C(N=C(N2)N2CCOCC2)N(CC3)C=3C=C(C(=O)O)C=CC3)CC3=CC=C(C=C3)OC)C=C1 (3-(4-{2-[bis-(4-methoxy-benzyl)-amino]-pyrimidin-5-yl}-2-morpholin-4-yl-5,6-dihydro-pyrrolo[2,3-d]pyrimidin-7-yl)-benzoic acid), COC1=CC=C(CN(C2=NC=C(C=N2)C=2C3=C(N=C(N2)N2CCOCC2)N(CC3)C3=CC=C(C(=O)O)C=C3)CC3=CC=C(C=C3)OC)C=C1 (4-(4-{2-[bis-(4-methoxy-benzyl)-amino]-pyrimidin-5-yl}-2-morpholin-4-yl-5,6-dihydro-pyrrolo[2,3-d]pyrimidin-7-yl)-benzoic acid), N1(CCNCC1)CCO (1-piperazineethanol). Yields the product COC1=CC=C(CN(C2=NC=C(C=N2)C=2C3=C(N=C(N2)N2CCOCC2)N(CC3)C=3C=C(C=CC3)C(=O)N3CCN(CC3)CCO)CC3=CC=C(C=C3)OC)C=C1 ({3-[4-{2-[bis-(4-methoxy-benzyl)-amino]-pyrimidin-5-yl}-2-morpholin-4-yl-5,6-dihydro-pyrrolo[2,3-d]pyrimidin-7-yl]-phenyl}-[4-(2-hydroxy-ethyl)-piperazin-1-yl]-methanone). Isolated yield 93.6%. As a reaction SMILES: [CH3:1][O:2][C:3]1[CH:49]=[CH:48][C:6]([CH2:7][N:8]([CH2:39][C:40]2[CH:45]=[CH:44][C:43]([O:46][CH3:47])=[CH:42][CH:41]=2)[C:9]2[N:14]=[CH:13][C:12]([C:15]3[C:16]4[CH2:29][CH2:28][N:27]([C:30]5[CH:31]=[C:32]([CH:36]=[CH:37][CH:38]=5)[C:33](O)=[O:34])[C:17]=4[N:18]=[C:19]([N:21]4[CH2:26][CH2:25][O:24][CH2:23][CH2:22]4)[N:20]=3)=[CH:11][N:10]=2)=[CH:5][CH:4]=1.COC1C=CC(CN(CC2C=CC(OC)=CC=2)C2N=CC(C3C4CCN(C5C=CC(C(O)=O)=CC=5)C=4N=C(N4CCOCC4)N=3)=CN=2)=CC=1.[N:99]1([CH2:105][CH2:106][OH:107])[CH2:104][CH2:103][NH:102][CH2:101][CH2:100]1>>[CH3:47][O:46][C:43]1[CH:44]=[CH:45][C:40]([CH2:39][N:8]([CH2:7][C:6]2[CH:48]=[CH:49][C:3]([O:2][CH3:1])=[CH:4][CH:5]=2)[C:9]2[N:10]=[CH:11][C:12]([C:15]3[C:16]4[CH2:29][CH2:28][N:27]([C:30]5[CH:31]=[C:32]([C:33]([N:102]6[CH2:103][CH2:104][N:99]([CH2:105][CH2:106][OH:107])[CH2:100][CH2:101]6)=[O:34])[CH:36]=[CH:37][CH:38]=5)[C:17]=4[N:18]=[C:19]([N:21]4[CH2:26][CH2:25][O:24][CH2:23][CH2:22]4)[N:20]=3)=[CH:13][N:14]=2)=[CH:41][CH:42]=1. Reported procedure: Using 3-(4-{2-[bis-(4-methoxy-benzyl)-amino]-pyrimidin-5-yl}-2-morpholin-4-yl-5,6-dihydro-pyrrolo[2,3-d]pyrimidin-7-yl)-benzoic acid (68.1 mg, 0.103 mmol) obtained in Step A in Example 1-D-53 instead of 4-(4-{2-[bis-(4-methoxy-benzyl)-amino]-pyrimidin-5-yl}-2-morpholin-4-yl-5,6-dihydro-pyrrolo[2,3-d]pyrimidin-7-yl)-benzoic acid, and 1-piperazineethanol (26.0 μl, 0.211 mmol) instead of 3-(aminomethyl)pyridine, amidation was carried out in the same manner as Step B in Example 1-D-19, to obtain a c...